describe an organic reaction: reactants, conditions, products, and yield From a dataset of the Open Reaction Database (ORD), a public repository of structured organic reaction records. Reactants: Br.C(C)(C)(C)OC(=O)N1CCN(CC1)C=1OCCN1 (4-(4,5-dihydro-oxazol-2-yl)-piperazine-1-carboxylic acid tert-butyl esterhydrobromide), Cl (HCl). Solvent: O1CCOCC1 (dioxane). Yields the product Cl.Cl.O1C(=NCC1)N1CCNCC1 (1-(4,5-Dihydro-oxazol-2-yl)-piperazine dihydrochloride). Reaction SMILES: Br.C(OC([N:9]1[CH2:14][CH2:13][N:12]([C:15]2[O:16][CH2:17][CH2:18][N:19]=2)[CH2:11][CH2:10]1)=O)(C)(C)C.[ClH:20]>O1CCOCC1>[ClH:20].[ClH:20].[O:16]1[CH2:17][CH2:18][N:19]=[C:15]1[N:12]1[CH2:13][CH2:14][NH:9][CH2:10][CH2:11]1 |f:0.1,4.5.6|. Procedure details: 430 mg 4-(4,5-dihydro-oxazol-2-yl)-piperazine-1-carboxylic acid tert-butyl esterhydrobromide was stirred in 5 mL 4 M HCl solution in dioxane for 20 min. The mixture was filtered to give 165 mg of the desired product. Rt: 0.88 min (method B), (M+H)+: 156 Starting materials: NC1=CC=C(C(=O)NC2=C(C=C(C=C2)N)OC)C=C1 (4,4'-diamino-2'-methoxy-benzanilide), CC1=C(N)C=CC(=C1)[N+](=O)[O-] (2-methyl-4-nitro-aniline), 202, COC1=C(N)C=CC(=C1)[N+](=O)[O-] (2-methoxy-4-nitro-aniline). Yields the product NC1=CC=C(C(=O)NC2=C(C=C(C=C2)N)C)C=C1 (4,4'-diamino-2'-methyl-benzanilide). Reaction SMILES: [NH2:1][C:2]1[CH:19]=[CH:18][C:5]([C:6]([NH:8][C:9]2[CH:14]=[CH:13][C:12]([NH2:15])=[CH:11][C:10]=2OC)=[O:7])=[CH:4][CH:3]=1.[CH3:20]OC1C=C([N+]([O-])=O)C=CC=1N.CC1C=C([N+]([O-])=O)C=CC=1N>>[NH2:1][C:2]1[CH:19]=[CH:18][C:5]([C:6]([NH:8][C:9]2[CH:14]=[CH:13][C:12]([NH2:15])=[CH:11][C:10]=2[CH3:20])=[O:7])=[CH:4][CH:3]=1. Procedure details: By operating as described under (a) above, but using, instead of 202 parts of 2-methoxy-4-nitro-aniline, 183 parts of 2-methyl-4-nitro-aniline, high yields of 4,4'-diamino-2'-methyl-benzanilide were obtained (melting point: 111°-115° C.). Reactants: B(F)(F)F.CCOCC (boron trifluoride etherate), N (ammonia), CC(=O)OCC1=C(N2[C@@H]([C@@H](C2=O)N)SC1)C(=O)O (7-aminocephalosporanic acid), C(=O)(O)C(CN1N=NN=C1S)=NO (1-(2-carboxy-2-hydroxyiminoethyl)-1H-tetrazole-5-thiol). The solvent is C(C)#N (acetonitril), O (Water). Reaction conditions: time 50 minute. Yields the product NC1[C@@H]2N(C(=C(CS2)CSC2=NN=NN2CC(=NO)C(=O)O)C(=O)O)C1=O (7-amino-3-[1-(2-carboxy-2-hydroxyiminoethyl)-1H-tetrazol-5-yl]thiomethyl-3-cephem-4-carboxylic acid). Isolated yield 75.6%. As a reaction SMILES: CC(O[CH2:5][C:6]1[CH2:15][S:14][C@@H:9]2[C@H:10]([NH2:13])[C:11](=[O:12])[N:8]2[C:7]=1[C:16]([OH:18])=[O:17])=O.[C:19]([C:22](=[N:30][OH:31])[CH2:23][N:24]1[C:28]([SH:29])=[N:27][N:26]=[N:25]1)([OH:21])=[O:20].B(F)(F)F.CCOCC.N>C(#N)C.O>[NH2:13][CH:10]1[C:11](=[O:12])[N:8]2[C:7]([C:16]([OH:18])=[O:17])=[C:6]([CH2:5][S:29][C:28]3[N:24]([CH2:23][C:22]([C:19]([OH:21])=[O:20])=[N:30][OH:31])[N:25]=[N:26][N:27]=3)[CH2:15][S:14][C@H:9]12 |f:2.3|. Reported procedure: To a suspension of 7-aminocephalosporanic acid (12.1 g) and 1-(2-carboxy-2-hydroxyiminoethyl)-1H-tetrazole-5-thiol (9.0 g) in dry acetonitril (60 ml) was added boron trifluoride etherate (25.1 g) and the resulting solution was stirred at 50° for 50 minutes. Water (60 ml) was added and the solution was adjusted to pH 3.5 with conc. aqueous ammonia to give precipitates which were filtered, washed successively with water and acetone, and air-dried to give 7-amino-3-[1-(2-carboxy-2-hydroxyiminoethyl...